describe an organic reaction: reactants, conditions, products, and yield From a dataset of the Open Reaction Database (ORD), a public repository of structured organic reaction records. The reactants are C(C)OC=C1C(NC(S1)=O)=O (5-(ethoxymethylene)thiazolidine-2,4-dione), [Na].C(C)S (ethanethiol sodium salt), O (water). Solvent: C(C)O (ethanol). Run at time 3 hour. Product: C(C)SC=C1C(NC(S1)=O)=O (5-(ethylthiomethylene)thiazolidine-2,4-dione). As a reaction SMILES: C(O[CH:4]=[C:5]1[S:9][C:8](=[O:10])[NH:7][C:6]1=[O:11])C.[Na].[CH2:13]([SH:15])[CH3:14].O>C(O)C>[CH2:13]([S:15][CH:4]=[C:5]1[S:9][C:8](=[O:10])[NH:7][C:6]1=[O:11])[CH3:14] |f:1.2,^1:11|. Reported procedure: To a suspension of 5.20 g of 5-(ethoxymethylene)thiazolidine-2,4-dione (1:1.71 mixture with thiazolidine-2,4-dione, about 13.9 mmol) in 50 ml of ethanol, 5.0 g (59 mmol) of ethanethiol sodium salt was added at room temperature, followed by stirring under heating conditions for 3 hours. After cooling, the reaction mixture was poured into water and adjusted to a pH level of about 2. The resulting precipitate was collected by filtration, washed with water and then with n-hexane/diethyl ether and dr... Reactants: O (water), CC=1C=C(CCl)C=CC1[N+](=O)[O-] (3-Methyl-4-nitrobenzyl chloride), FC(C1=NNC(=C1)C(F)(F)F)(F)F (3,5-bis(trifluoromethyl)-1H-pyrazole), C([O-])([O-])=O.[K+].[K+] (potassium carbonate). The solvent is CN(C)C=O (DMF). Product: CC=1C=C(CN2N=C(C=C2C(F)(F)F)C(F)(F)F)C=CC1[N+](=O)[O-] (1-(3-methyl-4-nitrobenzyl)-3,5-bis-(trifluoromethyl)-1H-pyrazole). The yield is 95.8%. Reaction SMILES: [CH3:1][C:2]1[CH:3]=[C:4]([CH:7]=[CH:8][C:9]=1[N+:10]([O-:12])=[O:11])[CH2:5]Cl.[F:13][C:14]([F:25])([F:24])[C:15]1[CH:19]=[C:18]([C:20]([F:23])([F:22])[F:21])[NH:17][N:16]=1.C(=O)([O-])[O-].[K+].[K+].O>CN(C=O)C>[CH3:1][C:2]1[CH:3]=[C:4]([CH:7]=[CH:8][C:9]=1[N+:10]([O-:12])=[O:11])[CH2:5][N:16]1[C:15]([C:14]([F:13])([F:25])[F:24])=[CH:19][C:18]([C:20]([F:21])([F:22])[F:23])=[N:17]1 |f:2.3.4|. Reported procedure: 3-Methyl-4-nitrobenzyl chloride (1.81 g), 3,5-bis(trifluoromethyl)-1H-pyrazole (2.0 g) and potassium carbonate (1.63 g) were stirred in DMF (20 ml) at 60° C. for 1 hour. After finishing the reaction, water (100 ml) was added thereto and the mixture was extracted with ethyl acetate. The organic layer was washed with saturated aqueous solution of sodium chloride (100 ml) and dried with anhydrous sodium sulfate. After distilling off the solvent, the obtained residue was purified by silica gel colum...